Task: describe an organic reaction: reactants, conditions, products, and yield. Dataset: the Open Reaction Database (ORD), a public repository of structured organic reaction records Reactants: C(C)C=1C=C(C(=NC1)N1CCN(CC1)C(=O)C1=CC=C(C=C1)I)C ([4-(5-ethyl-3-methylpyridin-2-yl)piperazin-1-yl](4-iodophenyl)methanone), C(C)(=O)N1C(NCC1)=O (1-acetylimidazolidin-2-one). The product is C(C)(=O)N1C(N(CC1)C1=CC=C(C=C1)C(=O)N1CCN(CC1)C1=NC=C(C=C1C)CC)=O (1-acetyl-3-{4-[4-(5-ethyl-3-methylpyridin-2-yl)piperazine-1-carbonyl]phenyl}imidazolidin-2-one). The yield is 91.7%. Reaction SMILES: [CH2:1]([C:3]1[CH:4]=[C:5]([CH3:24])[C:6]([N:9]2[CH2:14][CH2:13][N:12]([C:15]([C:17]3[CH:22]=[CH:21][C:20](I)=[CH:19][CH:18]=3)=[O:16])[CH2:11][CH2:10]2)=[N:7][CH:8]=1)[CH3:2].[C:25]([N:28]1[CH2:32][CH2:31][NH:30][C:29]1=[O:33])(=[O:27])[CH3:26]>>[C:25]([N:28]1[CH2:32][CH2:31][N:30]([C:20]2[CH:21]=[CH:22][C:17]([C:15]([N:12]3[CH2:13][CH2:14][N:9]([C:6]4[C:5]([CH3:24])=[CH:4][C:3]([CH2:1][CH3:2])=[CH:8][N:7]=4)[CH2:10][CH2:11]3)=[O:16])=[CH:18][CH:19]=2)[C:29]1=[O:33])(=[O:27])[CH3:26]. Reported procedure: Using [4-(5-ethyl-3-methylpyridin-2-yl)piperazin-1-yl](4-iodophenyl)methanone (1.09 g) described in Preparation Example 133 and 1-acetylimidazolidin-2-one (384 mg) and by the reaction and treatment in the same manner as in Example 1, the title compound (1.00 g) was obtained. Reactants: C(Cl)(Cl)Cl.CO (CHCl3 MeOH), BrC1=C(C2=C(C(=CO2)C(=O)C2=CC(=C(C=C2)OC)OC)C=C1O)Br ((6,7-Dibromo-5-hydroxy-benzofuran-3-yl)-(3,4-dimethoxy-phenyl)-methanone), O (water), [N+](=O)(O)[O-] (nitric acid). The solvent is C(C)(=O)O (acetic acid). Conditions: temperature 60 celsius. Product: BrC1=C(C2=C(C(=CO2)C(C2=CC(=C(C=C2)OC)OC)=O)C(C1=O)=O)Br (6,7-Dibromo-3-(3,4-dimethoxy-benzoyl)-benzofuran-4,5-dione). Reaction SMILES: [Br:1][C:2]1[C:22]([OH:23])=[CH:21][C:5]2[C:6]([C:9]([C:11]3[CH:16]=[CH:15][C:14]([O:17][CH3:18])=[C:13]([O:19][CH3:20])[CH:12]=3)=[O:10])=[CH:7][O:8][C:4]=2[C:3]=1[Br:24].[N+]([O-])(O)=[O:26].O.C(Cl)(Cl)Cl.CO>C(O)(=O)C>[Br:1][C:2]1[C:22](=[O:23])[C:21](=[O:26])[C:5]2[C:6]([C:9](=[O:10])[C:11]3[CH:16]=[CH:15][C:14]([O:17][CH3:18])=[C:13]([O:19][CH3:20])[CH:12]=3)=[CH:7][O:8][C:4]=2[C:3]=1[Br:24] |f:3.4|. Procedure details: To a suspension of compound 14 (100 mg, 0.22 mmol) in glacial acetic acid (2 mL) at room temperature was added nitric acid (0.1 mL, d 1.35) dropwise with vigorous stirring. The mixture was heated at 60° C. for 30 min, allowed to cool to room temperature, and poured into cold water. The resulting precipitate was filtered and recrystallized to obtain compound SKC-BF-12 (40 mg, 40%) as an orange solid. TLC Rf=0.7 (CHCl3-MeOH, 9:1); 1H NMR (CDCl3) δ 7.87 (s, 1H), 7.57 (app s, 1H), 7.37 (dd, J=8.4 Hz... Starting materials: N-hydrochloric acid, [H-].[Na+] (Sodium hydride), OC(C(=O)OCC)(C)C1=CC=CC=C1 (ethyl 2-hydroxy-2-phenylpropionate), ClC1=CC=C(C=C1)C1=CC=C(CCl)C=C1 (4-(4-chlorophenyl)benzyl chloride). Solvent: CN(C=O)C (dimethylformamide). Run at time 1 hour. Yields the product ClC1=CC=C(C=C1)C1=CC=C(COC(C(=O)OCC)(C)C2=CC=CC=C2)C=C1 (ethyl 2-[4-(4-chlorophenyl)benzyloxy]-2-phenylpropionate). Reaction SMILES: [H-].[Na+].[OH:3][C:4]([C:11]1[CH:16]=[CH:15][CH:14]=[CH:13][CH:12]=1)([CH3:10])[C:5]([O:7][CH2:8][CH3:9])=[O:6].[Cl:17][C:18]1[CH:23]=[CH:22][C:21]([C:24]2[CH:31]=[CH:30][C:27]([CH2:28]Cl)=[CH:26][CH:25]=2)=[CH:20][CH:19]=1>CN(C)C=O>[Cl:17][C:18]1[CH:19]=[CH:20][C:21]([C:24]2[CH:31]=[CH:30][C:27]([CH2:28][O:3][C:4]([C:11]3[CH:12]=[CH:13][CH:14]=[CH:15][CH:16]=3)([CH3:10])[C:5]([O:7][CH2:8][CH3:9])=[O:6])=[CH:26][CH:25]=2)=[CH:22][CH:23]=1 |f:0.1|. Reported procedure: Sodium hydride (1.05 g., 50% w/w dispersion in mineral oil), was added to a stirred solution of ethyl 2-hydroxy-2-phenylpropionate (3.48 g.) at 4° C. in dimethylformamide (100 ml.). After 1 hour, 4-(4-chlorophenyl)benzyl chloride (4.74 g.) was added and stirring was continued at 4° C. for 1 hour and then at room temperature for 20 hours. The mixture was neutralised by cautious addition of N-hydrochloric acid and then extracted with ether. The extracts were washed with water, dried (MgSO4) and ev... The reactants are FC=1C=C(C=CC1)NC1=NC=C(C(=N1)NCCC)C1=CC(=NO1)CCO (2-(5-(2-((3-fluorophenyl)amino)-4-(propylamino)pyrimidin-5-yl)isoxazol-3-yl)ethanol), C1(C=2C(C(N1)=O)=CC=CC2)=O (phthalimide), C1(=CC=CC=C1)P(C1=CC=CC=C1)C1=CC=CC=C1 (triphenylphosphine), solution, N(=NC(=O)OC(C)C)C(=O)OC(C)C (diisopropyl azodicarboxylate). Run in O1CCCC1 (tetrahydrofuran), C1(=CC=CC=C1)C (toluene). Run at time 35 minute. Product: FC=1C=C(C=CC1)NC1=NC=C(C(=N1)NCCC)C1=CC(=NO1)CCN1C(C2=CC=CC=C2C1=O)=O (2-(2-(5-(2-((3-fluorophenyl)amino)-4-(propylamino)pyrimidin-5-yl)isoxazol-3-yl)ethyl)isoindoline-1,3-dione). The yield is 123.4%. Reaction SMILES: [F:1][C:2]1[CH:3]=[C:4]([NH:8][C:9]2[N:14]=[C:13]([NH:15][CH2:16][CH2:17][CH3:18])[C:12]([C:19]3[O:23][N:22]=[C:21]([CH2:24][CH2:25]O)[CH:20]=3)=[CH:11][N:10]=2)[CH:5]=[CH:6][CH:7]=1.[C:27]1(=[O:37])[NH:31][C:30](=[O:32])[C:29]2=[CH:33][CH:34]=[CH:35][CH:36]=[C:28]12.C1(P(C2C=CC=CC=2)C2C=CC=CC=2)C=CC=CC=1.N(C(OC(C)C)=O)=NC(OC(C)C)=O>O1CCCC1.C1(C)C=CC=CC=1>[F:1][C:2]1[CH:3]=[C:4]([NH:8][C:9]2[N:14]=[C:13]([NH:15][CH2:16][CH2:17][CH3:18])[C:12]([C:19]3[O:23][N:22]=[C:21]([CH2:24][CH2:25][N:31]4[C:27](=[O:37])[C:28]5[C:29](=[CH:33][CH:34]=[CH:35][CH:36]=5)[C:30]4=[O:32])[CH:20]=3)=[CH:11][N:10]=2)[CH:5]=[CH:6][CH:7]=1. Reported procedure: To a solution of 2-(5-(2-((3-fluorophenyl)amino)-4-(propylamino)pyrimidin-5-yl)isoxazol-3-yl)ethanol (S5, 5.3 mg), phthalimide (10.9 mg) and triphenylphosphine (19.4 mg) in tetrahydrofuran (1 mL), a 1.9 mol/L solution of diisopropyl azodicarboxylate in toluene (39 μL) was added under ice cooling, and the mixture was stirred at the same temperature for 35 minutes, and then stirred at room temperature for 2 hours and 30 minutes. The solvent was evaporated under reduced pressure, and the obtained r...